Dataset: the Open Reaction Database (ORD), a public repository of structured organic reaction records. Task: describe an organic reaction: reactants, conditions, products, and yield Product: N[C@@H](C[C@@H](C(C)C)CC1=CC(=C(C=C1)F)OCCCOC)[C@@H]1C[C@H](C(O1)=O)C(C)C ((3S,5S)-5-{(1S,3S)-1-Amino-3-[4-fluoro-3-(3-methoxy-propoxy)-benzyl]-4-methyl-pentyl}-3-isopropyl-dihydro-furan-2-one). Reactants: N(=[N+]=[N-])[C@@H](CC([C@@H](C1=CC(=C(C=C1)F)OCCCOC)OC(C(C)C)=O)C(C)C)[C@H]1OC([C@@H](C1)C(C)C)=O (isobutyric acid (S)-2-[(S)-2-azido-2-((2S,4S)-4-isopropyl-5-oxo-tetrahydro-furan-2-yl)-ethyl]-1-[4-fluoro-3-(3-methoxy-propoxy)-phenyl]-3-methyl-butyl ester), C(O)CN (ethanolamine). Run in C(C)O (ethanol). The reagents and catalysts are [Pd] (Pd/C). Procedure details: A solution of isobutyric acid (S)-2-[(S)-2-azido-2-((2S,4S)-4-isopropyl-5-oxo-tetrahydro-furan-2-yl)-ethyl]-1-[4-fluoro-3-(3-methoxy-propoxy)-phenyl]-3-methyl-butyl ester (1.45 g, 2.7 mmol, 1 equiv.), Pd/C (10%, 2.9 g) and ethanolamine (0.17 mL, 2.7 mmol, 1 equiv.) in ethanol (135 mL) were shaken under H2 (1 atmosphere) for 24 hours. The reaction mixture is filtered, before the solvent is evaporated to afford the product as a light grey gum. MS (LC-MS): 424 [M+H]+ RXN SMILES: [N:1]([C@H:4]([C@@H:30]1[CH2:34][C@@H:33]([CH:35]([CH3:37])[CH3:36])[C:32](=[O:38])[O:31]1)[CH2:5][CH:6]([CH:27]([CH3:29])[CH3:28])[C@H:7](OC(=O)C(C)C)[C:8]1[CH:13]=[CH:12][C:11]([F:14])=[C:10]([O:15][CH2:16][CH2:17][CH2:18][O:19][CH3:20])[CH:9]=1)=[N+]=[N-].C(CN)O>C(O)C.[Pd]>[NH2:1][C@H:4]([C@H:30]1[O:31][C:32](=[O:38])[C@H:33]([CH:35]([CH3:37])[CH3:36])[CH2:34]1)[CH2:5][C@H:6]([CH2:7][C:8]1[CH:13]=[CH:12][C:11]([F:14])=[C:10]([O:15][CH2:16][CH2:17][CH2:18][O:19][CH3:20])[CH:9]=1)[CH:27]([CH3:28])[CH3:29].